This data is from the Open Reaction Database (ORD), a public repository of structured organic reaction records. The task is: describe an organic reaction: reactants, conditions, products, and yield Reactants: CCNCC, Cc1ccc(S(=O)(=O)OCC2COc3c(Cl)cc(S(C)(=O)=O)cc3O2)cc1. Product: CCN(CC)CC1COc2c(Cl)cc(S(C)(=O)=O)cc2O1. Reaction SMILES: [CH2:28]([CH3:29])[NH:30][CH2:31][CH3:32].[CH3:1][c:2]1[cH:3][cH:4][c:5]([S:6]([O:7][CH2:12][CH:13]2[CH2:14][O:15][c:16]3[c:17]([cH:19][c:20]([S:24](=[O:25])(=[O:26])[CH3:27])[cH:21][c:22]3[Cl:23])[O:18]2)(=[O:8])=[O:9])[cH:10][cH:11]1>>[CH2:12]([CH:13]1[CH2:14][O:15][c:16]2[c:17]([cH:19][c:20]([S:24](=[O:25])(=[O:26])[CH3:27])[cH:21][c:22]2[Cl:23])[O:18]1)[N:30]([CH2:28][CH3:29])[CH2:31][CH3:32]. Starting materials: C(C1=CC=CC=C1)N[C@](C(=O)O)(CO)C ((S)-2-(benzylamino)-3-hydroxy-2-methylpropanoic acid), ClCC(=O)Cl (chloroacetyl chloride). The product is C(C1=CC=CC=C1)N1[C@@](COCC1=O)(C(=O)O)C ((S)-4-benzyl-3-methyl-5-oxomorpholine-3-carboxylic acid). Yield: 65.0%. As a reaction SMILES: [CH2:1]([NH:8][C@@:9]([CH3:15])([CH2:13][OH:14])[C:10]([OH:12])=[O:11])[C:2]1[CH:7]=[CH:6][CH:5]=[CH:4][CH:3]=1.Cl[CH2:17][C:18](Cl)=[O:19]>>[CH2:1]([N:8]1[C:18](=[O:19])[CH2:17][O:14][CH2:13][C@@:9]1([CH3:15])[C:10]([OH:12])=[O:11])[C:2]1[CH:7]=[CH:6][CH:5]=[CH:4][CH:3]=1. Procedure: (S)-2-(benzylamino)-3-hydroxy-2-methylpropanoic acid (2.09 g, 10 mmol) was reacted with chloroacetyl chloride (1.74 g, 15.4 mmol) according to the procedure as described in Example 46, Step B to give the title compound as a gray solid (1.62 g, 65%). The compound was characterized by the following spectroscopic data: Reactants: NC1=C(C=CC=C1OC1=C(C=CC=C1)Cl)CC(=O)OCC (ethyl 2-[2-amino-3-(2-chlorophenoxy)phenyl]acetate), [OH-].[Na+] (sodium hydroxide). Solvent: O (water). Yields the product NC1=C(C=CC=C1OC1=C(C=CC=C1)Cl)CC(=O)O (2[2-amino-3-(2-chlorophenoxy)phenyl]acetic acid). Isolated yield 48.6%. As a reaction SMILES: [NH2:1][C:2]1[C:7]([O:8][C:9]2[CH:14]=[CH:13][CH:12]=[CH:11][C:10]=2[Cl:15])=[CH:6][CH:5]=[CH:4][C:3]=1[CH2:16][C:17]([O:19]CC)=[O:18].[OH-].[Na+]>O>[NH2:1][C:2]1[C:7]([O:8][C:9]2[CH:14]=[CH:13][CH:12]=[CH:11][C:10]=2[Cl:15])=[CH:6][CH:5]=[CH:4][C:3]=1[CH2:16][C:17]([OH:19])=[O:18] |f:1.2|. Reported procedure: A mixture of ethyl 2-[2-amino-3-(2-chlorophenoxy)phenyl]acetate (4.3 g.), sodium hydroxide (1.1 g.) and water (50 ml.) was refluxed under heating for 5 hours with stirring. The reaction mixture was left to cool at ambient temperature and washed with diethyl ether. To the aqueous solution was added diethyl ether, and the mixture was adjusted to ph 4 with 5% sulfuric acid. The diethyl ether layer was separated, washed with water and dried over magnesium sulfate and then the solvent was distilled o...